From a dataset of the Open Reaction Database (ORD), a public repository of structured organic reaction records. describe an organic reaction: reactants, conditions, products, and yield The reactants are COC1=NC(=NC(=C1)OC)CC(=O)O ((4,6-dimethoxypyrimidin-2-yl)acetic acid), C1(CCCCC1)N=C=NC1CCCCC1 (dicyclohexylcarbodiimide), COC(=O)C1=C(CS(=O)(=O)N)C=CC=C1 (2-methoxycarbonylbenzylsulfonamide). Reagents/catalysts: CN(C1=CC=NC=C1)C (4-dimethylaminopyridine). Solvent: ClCCl (dichloromethane), ClCCl (dichloromethane). Run at time 1 hour. Product: COC1=NC(=NC(=C1)OC)CC(=O)NS(=O)(=O)CC1=C(C=CC=C1)C(=O)OC (N-[2-(4,6-Dimethoxypyrimidin-2-yl)acetyl]-2-methoxycarbonylbenzylsulfonamid). RXN SMILES: [CH3:1][O:2][C:3]1[CH:8]=[C:7]([O:9][CH3:10])[N:6]=[C:5]([CH2:11][C:12]([OH:14])=O)[N:4]=1.C1(N=C=NC2CCCCC2)CCCCC1.[CH3:30][O:31][C:32]([C:34]1[CH:44]=[CH:43][CH:42]=[CH:41][C:35]=1[CH2:36][S:37]([NH2:40])(=[O:39])=[O:38])=[O:33]>ClCCl.CN(C)C1C=CN=CC=1>[CH3:10][O:9][C:7]1[CH:8]=[C:3]([O:2][CH3:1])[N:4]=[C:5]([CH2:11][C:12]([NH:40][S:37]([CH2:36][C:35]2[CH:41]=[CH:42][CH:43]=[CH:44][C:34]=2[C:32]([O:31][CH3:30])=[O:33])(=[O:38])=[O:39])=[O:14])[N:6]=1. Procedure details: A solution of 1.9 g of (4,6-dimethoxypyrimidin-2-yl)acetic acid in 40 ml of absolute dichloromethane is added dropwise at 0° C. to 2° C. to a solution of 1.9 g of dicyclohexylcarbodiimide, 100 mg of 4-dimethylaminopyridine and 2.1 g of 2-methoxycarbonylbenzylsulfonamide in 40 ml of absolute dichloromethane. Stirring is continued for 1 hour at 0° C., and the mixture is allowed to come to room temperature and stirred for another 0.5 hour. The solids are filtered off, and the filtrate is concentrat... The reactants are N1C=NC(=C1)C=1C(=NOC1C)C1=CC=CC=C1 (4-(1H-imidazol-4-yl)-5-methyl-3-phenyl-isoxazole), BrC1=C(C=CC=C1)B(O)O (2-bromophenylboronic acid). Yields the product BrC1=CC=C(C=C1)N1C=NC(=C1)C=1C(=NOC1C)C1=CC=CC=C1 (4-[1-(4-Bromo-phenyl)-1H-imidazol-4-yl]-5-methyl-3-phenyl-isoxazole). The yield is 41.0%. As a reaction SMILES: [NH:1]1[CH:5]=[C:4]([C:6]2[C:7]([C:12]3[CH:17]=[CH:16][CH:15]=[CH:14][CH:13]=3)=[N:8][O:9][C:10]=2[CH3:11])[N:3]=[CH:2]1.[Br:18][C:19]1[CH:24]=[CH:23][CH:22]=[CH:21][C:20]=1B(O)O>>[Br:18][C:19]1[CH:24]=[CH:23][C:22]([N:1]2[CH:5]=[C:4]([C:6]3[C:7]([C:12]4[CH:13]=[CH:14][CH:15]=[CH:16][CH:17]=4)=[N:8][O:9][C:10]=3[CH3:11])[N:3]=[CH:2]2)=[CH:21][CH:20]=1. Reported procedure: As described for Example 3, 4-(1H-imidazol-4-yl)-5-methyl-3-phenyl-isoxazole (112.6 mg, 0.5 mmol) was converted, using 2-bromophenylboronic acid instead of 4-fluorophenylboronic acid, to the title compound (78 mg, 41%) which was obtained as a white solid. MS (ESI): m/e=379.9 [M+H]+.